From a dataset of the Open Reaction Database (ORD), a public repository of structured organic reaction records. describe an organic reaction: reactants, conditions, products, and yield Starting materials: Cl (HCl), NCC(=O)O (glycine), [OH-].[K+] (KOH), [N+](=O)([O-])C=1C=C(C(=O)Cl)C=CC1 (m-nitrobenzoyl chloride). Run in O (water), C(C)#N (acetonitrile). Run at time 4 hour. The product is [N+](=O)([O-])C=1C=C(C(NCC(=O)O)=O)C=CC1 (m-nitrohippuric acid). The yield is 82.8%. As a reaction SMILES: [NH2:1][CH2:2][C:3]([OH:5])=[O:4].[OH-].[K+].[N+:8]([C:11]1[CH:12]=[C:13]([CH:17]=[CH:18][CH:19]=1)[C:14](Cl)=[O:15])([O-:10])=[O:9].Cl>O.C(#N)C>[N+:8]([C:11]1[CH:12]=[C:13]([CH:17]=[CH:18][CH:19]=1)[C:14](=[O:15])[NH:1][CH2:2][C:3]([OH:5])=[O:4])([O-:10])=[O:9] |f:1.2|. Procedure details: A solution of glycine (200 g) and KOH (200 g) in water (1000 ml) at 0° C. was treated dropwise with a solution of m-nitrobenzoyl chloride (100 g) in acetonitrile (100 ml). The reaction was allowed to warm to room temperature and was stirred for 4 hours. 12N aqueous HCl was added until pH<2. The reaction was allowed to stand overnight at room temperature. The resulting solid was filtered and washed with water (2×250 ml) and dried in vacuo at 60° C. 100 g of m-nitrohippuric acid was isolated. MS, ...